Task: describe an organic reaction: reactants, conditions, products, and yield. Dataset: the Open Reaction Database (ORD), a public repository of structured organic reaction records Reactants: CCOC(C)=O, C1COCCO1, CCCC[Sn](CCCC)(CCCC)c1ncccc1C, [Cl-], O=c1cc(Cl)cn[nH]1, [Cu]I, [Li+], O, [Pd], c1ccc(P(c2ccccc2)c2ccccc2)cc1, c1ccc(P(c2ccccc2)c2ccccc2)cc1, c1ccc(P(c2ccccc2)c2ccccc2)cc1, c1ccc(P(c2ccccc2)c2ccccc2)cc1. Yields the product Cc1cccnc1-c1cn[nH]c(=O)c1. RXN SMILES: [C:32]([O:33][CH2:34][CH3:35])(=[O:36])[CH3:37].[CH2:38]1[O:39][CH2:40][CH2:41][O:42][CH2:43]1.[CH2:9]([Sn:10]([CH2:11][CH2:12][CH2:13][CH3:21])([c:14]1[n:15][cH:16][cH:17][cH:18][c:19]1[CH3:20])[CH2:22][CH2:23][CH2:24][CH3:25])[CH2:26][CH2:27][CH3:28].[Cl-:30].[Cl:1][c:2]1[cH:3][c:4](=[O:8])[nH:5][n:6][cH:7]1.[Cu:121][I:122].[Li+:29].[OH2:31].[Pd:44].[c:102]1([P:103]([c:104]2[cH:105][cH:106][cH:107][cH:108][cH:109]2)[c:110]2[cH:111][cH:112][cH:113][cH:114][cH:115]2)[cH:116][cH:117][cH:118][cH:119][cH:120]1.[c:45]1([P:46]([c:47]2[cH:48][cH:49][cH:50][cH:51][cH:52]2)[c:53]2[cH:54][cH:55][cH:56][cH:57][cH:58]2)[cH:59][cH:60][cH:61][cH:62][cH:63]1.[c:64]1([P:65]([c:66]2[cH:67][cH:68][cH:69][cH:70][cH:71]2)[c:72]2[cH:73][cH:74][cH:75][cH:76][cH:77]2)[cH:78][cH:79][cH:80][cH:81][cH:82]1.[c:83]1([P:84]([c:85]2[cH:86][cH:87][cH:88][cH:89][cH:90]2)[c:91]2[cH:92][cH:93][cH:94][cH:95][cH:96]2)[cH:97][cH:98][cH:99][cH:100][cH:101]1>>[c:2]1(-[c:14]2[n:15][cH:16][cH:17][cH:18][c:19]2[CH3:20])[cH:3][c:4](=[O:8])[nH:5][n:6][cH:7]1.